Dataset: the Open Reaction Database (ORD), a public repository of structured organic reaction records. Task: describe an organic reaction: reactants, conditions, products, and yield Reactants: CC1N2CC(C(C3=C2C(CC1)=C1C=CC=CC1=C3)=O)C(=O)OCC (ethyl 1,2-dihydro-3-methyl-7-oxo-3H,5H-naptho[1,2,3-ij]quinolizine-6-carboxylate), [OH-].[K+] (potassium hydroxide), Cl (hydrochloric acid), CC1N2CC(C(C3=C2C(CC1)=C1C=CC=CC1=C3)=O)C(=O)[O-].[K+] (potassium 1,2-dihydro-3-methyl-7-oxo-3H,5H-naphtho[1,2,3-ij]quinolizine-6-carboxylate). Solvent: C(C)O (ethanol), C(C)O (ethanol), O (water). Product: CC1N2CC(C(C3=C2C(CC1)=C1C=CC=CC1=C3)=O)C(=O)O (1,2-dihydro-3-methyl-7-oxo-3H,5H-naphtho[1,2,3-ij]quinolizine-6-carboxylic acid). RXN SMILES: [CH3:1][CH:2]1[CH2:11][CH2:10][C:9]2=[C:12]3[C:17](=[CH:18][C:7]4=[C:8]2[N:3]1[CH2:4][CH:5]([C:20]([O:22]CC)=[O:21])[C:6]4=[O:19])[CH:16]=[CH:15][CH:14]=[CH:13]3.[OH-].[K+].CC1CCC2=C3C(=CC4=C2N1CC(C([O-])=O)C4=O)C=CC=C3.[K+].Cl>C(O)C.O>[CH3:1][CH:2]1[CH2:11][CH2:10][C:9]2=[C:12]3[C:17](=[CH:18][C:7]4=[C:8]2[N:3]1[CH2:4][CH:5]([C:20]([OH:22])=[O:21])[C:6]4=[O:19])[CH:16]=[CH:15][CH:14]=[CH:13]3 |f:1.2,3.4|. Procedure: A solution of ethyl 1,2-dihydro-3-methyl-7-oxo-3H,5H-naptho[1,2,3-ij]quinolizine-6-carboxylate (12.5 g., 0.0389 mole) in ethanol (175 ml.) was treated with a solution of potassium hydroxide (4.3 g., 0.0786 mole) in ethanol (175 ml.). The mixture was then heated to its reflux temperature and maintained at reflux for two hours. The intermediate formed was potassium 1,2-dihydro-3-methyl-7-oxo-3H,5H-naphtho[1,2,3-ij]quinolizine-6-carboxylate. The mixture was diluted with hot water (350 ml.) then aci...